From a dataset of the Open Reaction Database (ORD), a public repository of structured organic reaction records. describe an organic reaction: reactants, conditions, products, and yield Starting materials: CN(C)C=O (DMF), C([O-])([O-])=O.[Cs+].[Cs+] (cesium carbonate), O1CCOC12CCN(CC2)C(=O)N (1,4-dioxa-8-aza-spiro[4.5]decane-8-carboxylic acid amide), BrC1=NC=CC(=C1)CNC1=C(C(=O)NC=2C=CC3=CN(N=C3C2)C)C=CC=C1 (2-[(2-bromo-pyridin-4-ylmethyl)-amino]-N-(2-methyl-2H-indazol-6-yl)-benzamide). The solvent is O1CCOCC1 (dioxane). Reagents/catalysts: C=1C=CC(=CC1)/C=C/C(=O)/C=C/C2=CC=CC=C2.C=1C=CC(=CC1)/C=C/C(=O)/C=C/C2=CC=CC=C2.C=1C=CC(=CC1)/C=C/C(=O)/C=C/C2=CC=CC=C2.[Pd].[Pd] (Pd2dba3), CC1(C2=C(C(=CC=C2)P(C3=CC=CC=C3)C4=CC=CC=C4)OC5=C(C=CC=C51)P(C6=CC=CC=C6)C7=CC=CC=C7)C (Xantphos). Reported procedure: 2-[(2-bromo-pyridin-4-ylmethyl)-amino]-N-(2-methyl-2H-indazol-6-yl)-benzamide (700 mg, 1.6 mmol) was suspended in dioxane (26 mL) and treated consecutively with DMF (7 mL), Pd2dba3 (32 mg, 0.03 mmol), Xantphos (61 mg, 0.1 mmol), cesium carbonate (632 mg, 1.9 mmol) and 1,4-dioxa-8-aza-spiro[4.5]decane-8-carboxylic acid amide (930 mg, 5 mmol). The reaction mixture was placed under a nitrogen atmosphere and heated for 4 hours at 110° C. (bath temperature). On cooling the reaction was partitioned be... RXN SMILES: Br[C:2]1[CH:7]=[C:6]([CH2:8][NH:9][C:10]2[CH:28]=[CH:27][CH:26]=[CH:25][C:11]=2[C:12]([NH:14][C:15]2[CH:16]=[CH:17][C:18]3[C:22]([CH:23]=2)=[N:21][N:20]([CH3:24])[CH:19]=3)=[O:13])[CH:5]=[CH:4][N:3]=1.CN(C=O)C.C(=O)([O-])[O-].[Cs+].[Cs+].[O:40]1[C:44]2([CH2:49][CH2:48][N:47]([C:50]([NH2:52])=[O:51])[CH2:46][CH2:45]2)[O:43][CH2:42][CH2:41]1>O1CCOCC1.C1C=CC(/C=C/C(/C=C/C2C=CC=CC=2)=O)=CC=1.C1C=CC(/C=C/C(/C=C/C2C=CC=CC=2)=O)=CC=1.C1C=CC(/C=C/C(/C=C/C2C=CC=CC=2)=O)=CC=1.[Pd].[Pd].CC1(C)C2C(=C(P(C3C=CC=CC=3)C3C=CC=CC=3)C=CC=2)OC2C(P(C3C=CC=CC=3)C3C=CC=CC=3)=CC=CC1=2>[CH3:24][N:20]1[CH:19]=[C:18]2[C:22]([CH:23]=[C:15]([NH:14][C:12]([C:11]3[CH:25]=[CH:26][CH:27]=[CH:28][C:10]=3[NH:9][CH2:8][C:6]3[CH:5]=[CH:4][N:3]=[C:2]([NH:52][C:50]([N:47]4[CH2:46][CH2:45][C:44]5([O:40][CH2:41][CH2:42][O:43]5)[CH2:49][CH2:48]4)=[O:51])[CH:7]=3)=[O:13])[CH:16]=[CH:17]2)=[N:21]1 |f:2.3.4,7.8.9.10.11|. The yield is 66.2%. Run at temperature 110 celsius. The product is CN1N=C2C=C(C=CC2=C1)NC(=O)C1=C(C=CC=C1)NCC1=CC(=NC=C1)NC(=O)N1CCC2(OCCO2)CC1 (1,4-dioxa-8-aza-spiro[4.5]decan-8-carboxylic acid(4-{[2-(2-methyl-2H-indazol-6-ylcarbamoyl)-phenylamino]-methyl}-pyridin-2-yl)-amide).